Dataset: the Open Reaction Database (ORD), a public repository of structured organic reaction records. Task: describe an organic reaction: reactants, conditions, products, and yield Starting materials: C=CC(=O)CCC, CO, C[O-], C[N+](=O)[O-], [Na+]. Yields the product CCCC(=O)CCC[N+](=O)[O-]. RXN SMILES: [CH2:4]=[CH:5][C:6]([CH2:7][CH2:8][CH3:9])=[O:10].[CH3:15][OH:16].[CH3:1][O-:2].[N+:11](=[O:12])([O-:13])[CH3:14].[Na+:3]>>[CH2:4]([CH2:5][C:6]([CH2:7][CH2:8][CH3:9])=[O:10])[CH2:14][N+:11](=[O:12])[O-:13]. The reactants are NC1=C(N(C2=CC(=CC=C12)Cl)C(=O)OCC)C(=O)C1=NC=CC(=C1)CO[Si](C)(C)C(C)(C)C (3-Amino-6-chloro-1-ethoxycarbonyl-2-[4-[(tert-butyldimethylsilyloxy)methyl]pyridine-2-carbonyl]indole), C(C)(=O)Cl (acetyl chloride). Yields the product C(C)(=O)NC1=C(NC2=CC(=CC=C12)Cl)C(=O)C1=NC=CC(=C1)CO[Si](C)(C)C(C)(C)C (3-Acetylamino-6-chloro-2-[4-[(tert-butyldimethylsilyloxy)methyl]pyridine-2-carbonyl]indole). Reaction SMILES: [NH2:1][C:2]1[C:10]2[C:5](=[CH:6][C:7]([Cl:11])=[CH:8][CH:9]=2)[N:4](C(OCC)=O)[C:3]=1[C:17]([C:19]1[CH:24]=[C:23]([CH2:25][O:26][Si:27]([C:30]([CH3:33])([CH3:32])[CH3:31])([CH3:29])[CH3:28])[CH:22]=[CH:21][N:20]=1)=[O:18].[C:34](Cl)(=[O:36])[CH3:35]>>[C:34]([NH:1][C:2]1[C:10]2[C:5](=[CH:6][C:7]([Cl:11])=[CH:8][CH:9]=2)[NH:4][C:3]=1[C:17]([C:19]1[CH:24]=[C:23]([CH2:25][O:26][Si:27]([C:30]([CH3:32])([CH3:33])[CH3:31])([CH3:29])[CH3:28])[CH:22]=[CH:21][N:20]=1)=[O:18])(=[O:36])[CH3:35]. Procedure: The title compound was prepared according to the procedure described in step 1 of Example 2 (Method A) from 3-amino-6-chloro-1-ethoxycarbonyl-2-[4-[(tert-butyldimethylsilyloxy)methyl]pyridine-2-carbonyl]indole (step 5) and acetyl chloride.